From a dataset of the Open Reaction Database (ORD), a public repository of structured organic reaction records. describe an organic reaction: reactants, conditions, products, and yield The product is BrC1=C2C=CC=NC2=C2C=CN(C(C2=C1)=O)[C@H]1CCOC[C@@H]1O (1,5-Anhydro-3-(5-bromo-7-oxo-1,8-phenanthrolin-8(7H)-yl)-2,3-dideoxy-L-threo-pentitol). RXN SMILES: [Br:1][C:2]1[CH:15]=[C:14]2[C:9]([CH:10]=[CH:11][N:12]([C@H:17]3[CH2:22][CH2:21]C[CH2:19][C@@H:18]3[OH:23])[C:13]2=[O:16])=[C:8]2[C:3]=1[CH:4]=[CH:5][CH:6]=[N:7]2.N[C@H]1CCCC[C@@H]1[OH:31]>>[Br:1][C:2]1[CH:15]=[C:14]2[C:9]([CH:10]=[CH:11][N:12]([C@@H:17]3[C@@H:18]([OH:23])[CH2:19][O:31][CH2:21][CH2:22]3)[C:13]2=[O:16])=[C:8]2[C:3]=1[CH:4]=[CH:5][CH:6]=[N:7]2. Reactants: BrC1=C2C=CC=NC2=C2C=CN(C(C2=C1)=O)[C@@H]1[C@H](CCCC1)O (5-bromo-8-[(1S,2S)-2-hydroxycyclohexyl]-1,8-phenanthrolin-7(8H)-one), N[C@@H]1[C@H](CCCC1)O ((1S,2S)-2-aminocyclohexanol). Procedure details: 1,5-Anhydro-3-(5-bromo-7-oxo-1,8-phenanthrolin-8(7H)-yl)-2,3-dideoxy-L-threo-pentitol was prepared by the procedure described for the synthesis of 5-bromo-8-[(1S,2S)-2-hydroxycyclohexyl]-1,8-phenanthrolin-7(8H)-one in Example 1, substituting (3R,4S)-4-aminotetrahydro-2H-pyran-3-ol for (1S,2S)-2-aminocyclohexanol. The product is ClC1=CC=C(C=C1)S(=O)(=O)N[C@@H](C(=O)N)C1=CC=C(C=C1)F ((R)-2-(4-chloro-benzenesulfonylamino)-2-(4-fluoro-phenyl)-acetamide). Reported procedure: The title compound was synthesized according to the procedure of Preparation 3 employing (R)-2-amino-2-(4-fluoro-phenyl)-acetamide and 4-chlorobenzenesulfonylchloride to afford the desired product. 1HNMR (400 MHz, CD3OD)δ 4.87 (s, 1H), 6.94 (m, 2H), 7.24 m, 2H), 7.6 (dd, 4H, J=2.1, 103). Starting materials: N[C@@H](C(=O)N)C1=CC=C(C=C1)F ((R)-2-amino-2-(4-fluoro-phenyl)-acetamide), ClC1=CC=C(C=C1)S(=O)(=O)Cl (4-chlorobenzenesulfonylchloride). RXN SMILES: [NH2:1][C@H:2]([C:6]1[CH:11]=[CH:10][C:9]([F:12])=[CH:8][CH:7]=1)[C:3]([NH2:5])=[O:4].[Cl:13][C:14]1[CH:19]=[CH:18][C:17]([S:20](Cl)(=[O:22])=[O:21])=[CH:16][CH:15]=1>>[Cl:13][C:14]1[CH:19]=[CH:18][C:17]([S:20]([NH:1][C@H:2]([C:6]2[CH:11]=[CH:10][C:9]([F:12])=[CH:8][CH:7]=2)[C:3]([NH2:5])=[O:4])(=[O:22])=[O:21])=[CH:16][CH:15]=1. Reactants: C#CC(=O)OC, [Li]CCCC, [Cl-], [NH4+], C1CCOC1, O=Cc1ccc(O)cc1. Product: COC(=O)C#CC(O)c1ccc(O)cc1. Reaction SMILES: [C:1]([C:2]#[CH:3])(=[O:4])[O:5][CH3:6].[CH2:7]([Li:8])[CH2:9][CH2:10][CH3:11].[Cl-:21].[NH4+:22].[O:23]1[CH2:24][CH2:25][CH2:26][CH2:27]1.[OH:12][c:13]1[cH:14][cH:15][c:16]([CH:17]=[O:18])[cH:19][cH:20]1>>[C:1]([C:2]#[C:3][CH:17]([c:16]1[cH:15][cH:14][c:13]([OH:12])[cH:20][cH:19]1)[OH:18])(=[O:4])[O:5][CH3:6].